Dataset: the Open Reaction Database (ORD), a public repository of structured organic reaction records. Task: describe an organic reaction: reactants, conditions, products, and yield Reactants: aqueous solution, [Cl-].[NH4+] (ammonium chloride), C(CCC)C=1N(C(=C(N1)SC)C(CS(=O)C)=O)CC1=CC=C(C=C1)C=1C(=CC=CC1)S(=O)(=O)NC(=O)NCCC (4'-((2-butyl 5-((methylsulphinyl)acetyl)4-(methylthio)1H-imidazol 1-yl)methyl)N-((propylamino)carbonyl)(1,1'-biphenyl)2-sulphonamide), resultant mixture. The reagents and catalysts are [Zn] (zinc). The solvent is C(C)O (ethanol). Yields the product C(C)(=O)C1=C(N=C(N1CC1=CC=C(C=C1)C=1C(=CC=CC1)S(=O)(=O)NC(=O)NCCC)CCCC)SC (4'-((5-acetyl 2-butyl 4-(methylthio)1H-imidazole 1-yl)methyl)N-((propylamino)carbonyl)(1,1'-biphenyl)2-sulphonamide). The yield is 79.2%. As a reaction SMILES: [Cl-].[NH4+].[CH2:3]([C:7]1[N:8]([CH2:20][C:21]2[CH:26]=[CH:25][C:24]([C:27]3[C:28]([S:33]([NH:36][C:37]([NH:39][CH2:40][CH2:41][CH3:42])=[O:38])(=[O:35])=[O:34])=[CH:29][CH:30]=[CH:31][CH:32]=3)=[CH:23][CH:22]=2)[C:9]([C:14](=[O:19])[CH2:15]S(C)=O)=[C:10]([S:12][CH3:13])[N:11]=1)[CH2:4][CH2:5][CH3:6]>C(O)C.[Zn]>[C:14]([C:9]1[N:8]([CH2:20][C:21]2[CH:22]=[CH:23][C:24]([C:27]3[C:28]([S:33]([NH:36][C:37]([NH:39][CH2:40][CH2:41][CH3:42])=[O:38])(=[O:34])=[O:35])=[CH:29][CH:30]=[CH:31][CH:32]=3)=[CH:25][CH:26]=2)[C:7]([CH2:3][CH2:4][CH2:5][CH3:6])=[N:11][C:10]=1[S:12][CH3:13])(=[O:19])[CH3:15] |f:0.1|. Reported procedure: 20 cm3 of a 10% aqueous solution of ammonium chloride and 650 mg of electrocyclic zinc are added to a solution of 1 g of the product obtained in Stage A above in 35 cm3 of ethanol. The resultant mixture is agitated for 24 hours then filtered, followed by evaporation, redissolving in ethyl acetate, washing with water, drying and evaporation. The residue is purified by passage over silica, eluting with methylene chloride with 2% methanol. 711 mg of expected product is obtained, melting at 176-177°... The reactants are FC(C1=C(C=CC=C1)C(C#N)O[Si](C)(C)C)(F)F (2-(2-trifluoromethylphenyl)-2-trimethylsiloxyethanenitrile), Cl (hydrogen chloride), OC(C(OCC)=N)C1=C(C=CC=C1)C(F)(F)F (ethyl 1-hydroxy-1-(2-trifluoromethylphenyl)methanecarboximidate). Product: OC(C(OCC)=N)C1=CC(=CC=C1)C(F)(F)F (Ethyl 1-Hydroxy-1-(3-trifluoromethylphenyl)methanecarboximidate). RXN SMILES: [F:1][C:2]([F:18])([F:17])C1C=CC=CC=1C(O[Si](C)(C)C)C#N.Cl.[OH:20][CH:21]([C:27]1[CH:32]=[CH:31][CH:30]=[CH:29][C:28]=1C(F)(F)F)[C:22](=[NH:26])[O:23][CH2:24][CH3:25]>>[OH:20][CH:21]([C:27]1[CH:28]=[CH:29][CH:30]=[C:31]([C:2]([F:18])([F:17])[F:1])[CH:32]=1)[C:22](=[NH:26])[O:23][CH2:24][CH3:25]. Reported procedure: By the procedures of Examples 2 and 11 (Method A) 2-(2-trifluoromethylphenyl)-2-trimethylsiloxyethanenitrile (15.5 g.) in 500 ml. of saturated ethanolic hydrogen chloride was converted to ethyl 1-hydroxy-1-(3-trifluoromethylphenyl)methanecarboximidate [9.6 g., 70%; m/e 247; ir (KBr) 1661, 1389, 1333, 1305, 1163, 1117 cm-1 ].